This data is from the Open Reaction Database (ORD), a public repository of structured organic reaction records. The task is: describe an organic reaction: reactants, conditions, products, and yield The reactants are CC(=O)c1c(C)c(NC(=O)OCC(Cl)(Cl)Cl)c(C)c2c1OCC2c1ccc(C(C)C)cc1, NCCO. The product is CC(=O)c1c(C)c(NC(=O)NCCO)c(C)c2c1OCC2c1ccc(C(C)C)cc1. Reaction SMILES: [C:1]([CH3:2])(=[O:3])[c:4]1[c:5]([CH3:32])[c:6]([NH:23][C:24]([O:25][CH2:26][C:27]([Cl:28])([Cl:29])[Cl:30])=[O:31])[c:7]([CH3:22])[c:8]2[c:12]1[O:11][CH2:10][CH:9]2[c:13]1[cH:14][cH:15][c:16]([CH:19]([CH3:20])[CH3:21])[cH:17][cH:18]1.[OH:33][CH2:34][CH2:35][NH2:36]>>[C:1]([CH3:2])(=[O:3])[c:4]1[c:5]([CH3:32])[c:6]([NH:23][C:24](=[O:31])[NH:36][CH2:35][CH2:34][OH:33])[c:7]([CH3:22])[c:8]2[c:12]1[O:11][CH2:10][CH:9]2[c:13]1[cH:14][cH:15][c:16]([CH:19]([CH3:20])[CH3:21])[cH:17][cH:18]1. Reactants: CCO, O=C1c2ccccc2C(=O)N1CCN1CCC(OC(c2ccccc2)c2ccccc2)CC1, NN, O. Yields the product NCCN1CCC(OC(c2ccccc2)c2ccccc2)CC1. RXN SMILES: [CH3:37][CH2:38][OH:39].[CH:1]([c:2]1[cH:3][cH:4][cH:5][cH:6][cH:7]1)([c:8]1[cH:9][cH:10][cH:11][cH:12][cH:13]1)[O:14][CH:15]1[CH2:16][CH2:17][N:18]([CH2:21][CH2:22][N:23]2[C:24](=[O:25])[c:26]3[c:27]([cH:28][cH:29][cH:30][cH:31]3)[C:32]2=[O:33])[CH2:19][CH2:20]1.[NH2:35][NH2:36].[OH2:34]>>[CH:1]([c:2]1[cH:3][cH:4][cH:5][cH:6][cH:7]1)([c:8]1[cH:9][cH:10][cH:11][cH:12][cH:13]1)[O:14][CH:15]1[CH2:16][CH2:17][N:18]([CH2:21][CH2:22][NH2:23])[CH2:19][CH2:20]1.